This data is from the Open Reaction Database (ORD), a public repository of structured organic reaction records. The task is: describe an organic reaction: reactants, conditions, products, and yield The reactants are Cl.N1CCC(CC1)CC(=O)OCC (ethyl 2-(piperidin-4-yl)acetate, hydrochloride), C(=O)([O-])[O-].[K+].[K+] (K2CO3), BrC1=NC=CC=C1 (2-bromopyridine). The solvent is O (water), CN(C)C=O (DMF). Reaction conditions: temperature 130 celsius, time 16 hour. The product is N1=C(C=CC=C1)N1CCC(CC1)CC(=O)OCC (ethyl 2-(1-(pyridin-2-yl)piperidin-4-yl)acetate). The yield is 25.1%. RXN SMILES: Cl.[NH:2]1[CH2:7][CH2:6][CH:5]([CH2:8][C:9]([O:11][CH2:12][CH3:13])=[O:10])[CH2:4][CH2:3]1.C([O-])([O-])=O.[K+].[K+].Br[C:21]1[CH:26]=[CH:25][CH:24]=[CH:23][N:22]=1>CN(C=O)C.O>[N:22]1[CH:23]=[CH:24][CH:25]=[CH:26][C:21]=1[N:2]1[CH2:7][CH2:6][CH:5]([CH2:8][C:9]([O:11][CH2:12][CH3:13])=[O:10])[CH2:4][CH2:3]1 |f:0.1,2.3.4|. Procedure details: To a stirred solution of ethyl 2-(piperidin-4-yl)acetate, hydrochloride (2.0 g, 9.63 mmol) in DMF (40 mL) was added K2CO3 (3.99 g, 28.9 mmol) followed by 2-bromopyridine (1.521 g, 9.63 mmol) and stirred at 130° C. for 16 h. Reaction mixture was diluted with water (200 mL) and extracted with ethyl acetate (2×100 mL). The combined organic layer was washed with water (2×100 mL), brine (100 mL) and dried over Na2SO4 filtered and concentrated under reduced pressure. The residues was purified by colum... The reactants are CCOC(=O)C(c1cccc(Br)c1)N(C)C, Cl, [K+], CN(C)C=O, [OH-], O. The product is CN(C)C(C(=O)O)c1cccc(Br)c1. Reaction SMILES: [CH2:1]([CH3:2])[O:3][C:4]([CH:5]([N:6]([CH3:7])[CH3:8])[c:9]1[cH:10][c:11]([Br:15])[cH:12][cH:13][cH:14]1)=[O:16].[ClH:20].[K+:18].[O:21]=[CH:22][N:23]([CH3:24])[CH3:25].[OH-:17].[OH2:19]>>[O:3]=[C:4]([CH:5]([N:6]([CH3:7])[CH3:8])[c:9]1[cH:10][c:11]([Br:15])[cH:12][cH:13][cH:14]1)[OH:16]. Starting materials: CCCCc1nc2ccccc2n1Cc1ccc(C(=O)O)cc1, CN(C)c1ccccn1, CCN=C=NCCCN(C)C, ClCCl, Cl, NS(=O)(=O)c1ccccc1. Yields the product CCCCc1nc2ccccc2n1Cc1ccc(C(=O)NS(=O)(=O)c2ccccc2)cc1. As a reaction SMILES: [CH2:1]([CH2:2][CH2:3][CH3:4])[c:5]1[n:6][c:7]2[c:8]([n:9]1[CH2:10][c:11]1[cH:12][cH:13][c:14]([C:15](=[O:16])[OH:17])[cH:18][cH:19]1)[cH:20][cH:21][cH:22][cH:23]2.[CH3:34][N:35]([c:36]1[cH:37][cH:38][cH:39][cH:40][n:41]1)[CH3:42].[CH3:44][N:45]([CH3:46])[CH2:47][CH2:48][CH2:49][N:50]=[C:51]=[N:52][CH2:53][CH3:54].[Cl:55][CH2:56][Cl:57].[ClH:43].[c:24]1([S:30](=[O:31])(=[O:32])[NH2:33])[cH:25][cH:26][cH:27][cH:28][cH:29]1>>[CH2:1]([CH2:2][CH2:3][CH3:4])[c:5]1[n:6][c:7]2[c:8]([n:9]1[CH2:10][c:11]1[cH:12][cH:13][c:14]([C:15](=[O:17])[NH:33][S:30]([c:24]3[cH:25][cH:26][cH:27][cH:28][cH:29]3)(=[O:31])=[O:32])[cH:18][cH:19]1)[cH:20][cH:21][cH:22][cH:23]2. Reactants: CN1C=2N(C(C=3C=CC=CC13)=O)N=C(C2)C(=O)N (4,9-dihydro-4-methyl-9-oxo-pyrazolo[5,1-b]quinazoline-2-carboxamide), S(=O)(Cl)Cl (thionyl chloride). Run in CN(C=O)C (dimethylformamide). Run at temperature 57 celsius. Yields the product CN1C=2N(C(C=3C=CC=CC13)=O)N=C(C2)C#N (4,9-Dihydro-4-methyl-9-oxo-pyrazolo[5,1-b]quinazoline-2-carbonitrile). Reaction SMILES: [CH3:1][N:2]1[C:11]2[CH:10]=[CH:9][CH:8]=[CH:7][C:6]=2[C:5](=[O:12])[N:4]2[N:13]=[C:14]([C:16]([NH2:18])=O)[CH:15]=[C:3]12.S(Cl)(Cl)=O>CN(C)C=O>[CH3:1][N:2]1[C:11]2[CH:10]=[CH:9][CH:8]=[CH:7][C:6]=2[C:5](=[O:12])[N:4]2[N:13]=[C:14]([C:16]#[N:18])[CH:15]=[C:3]12. Procedure details: A mixture of 5.3 g of 4,9-dihydro-4-methyl-9-oxo-pyrazolo[5,1-b]quinazoline-2-carboxamide, 5.2 g of thionyl chloride and 65 ml of dimethylformamide is stirred and heated at 57° C. for 18 hrs, then evaporated at reduced pressure. The residue is stirred with 600 ml of water and the resulting solid 4,9-dihydro-4-methyl-9-oxo-pyrazolo[5,1-b]quinazoline-2-carbonitrile is collected by filtration, washed with water and dried; mp 307°-310° C., after crystallization from dimethylformamide/ethanol. Starting materials: compound 82, N1C(=NC2=C1CCNCC2)C=2C(=CC(=C(C(=O)OC)C2)C)C (methyl 5-(1,4,5,6,7,8-hexahydroimidazo[4,5-d]azepin-2-yl)-2,4-dimethylbenzoate), N1C(=NC2=C1CCNCC2)C=2C(=CC(=C(C(=O)OC)C2)C)C (methyl 5-(1,4,5,6,7,8-hexahydroimidazo[4,5-d]azepin-2-yl)-2,4-dimethylbenzoate), Cl.C1(CCC1)C1=CC(=C(C(=O)OC)C=C1C1=NC2=C(CCNCC2)N1)C (methyl 4-cyclobutyl-5-(1,4,5,6,7,8-hexahydroimidazo[4,5-d]azepin-2-yl)-2-methylbenzoate hydrochloride), Cl.N1CC(C1)C1=CC=C(C#N)C=C1 (4-(azetidin-3-yl)benzonitrile hydrochloride), Cl.ClC1=CC=C(C=C1)C1CNC1 (3-(4-chlorophenyl)azetidine hydrochloride), Cl.ClC1=CC=C(C=C1)C1CNC1 (3-(4-chlorophenyl)azetidine hydrochloride). Yields the product ClC1=CC=C(C=C1)C1CN(C1)C(=O)C1=C(C=C(C(=C1)C1=NC2=C(CCN(CC2)C)N1)C)C ((3-(4-Chlorophenyl)azetidin-1-yl)(2,4-dimethyl-5-(6-methyl-1,4,5,6,7,8-hexahydroimidazo[4,5-d]azepin-2-yl)phenyl)methanone). As a reaction SMILES: [NH:1]1[C:5]2[CH2:6][CH2:7][NH:8][CH2:9][CH2:10][C:4]=2[N:3]=[C:2]1[C:11]1[C:12]([CH3:22])=[CH:13][C:14]([CH3:21])=[C:15]([CH:20]=1)[C:16](OC)=[O:17].Cl.[CH:24]1(C2C(C3NC4CCNCCC=4N=3)=CC(C(OC)=O)=C(C)C=2)CCC1.Cl.[Cl:50][C:51]1[CH:56]=[CH:55][C:54]([CH:57]2[CH2:60][NH:59][CH2:58]2)=[CH:53][CH:52]=1.Cl.N1CC(C2C=CC(C#N)=CC=2)C1>>[Cl:50][C:51]1[CH:52]=[CH:53][C:54]([CH:57]2[CH2:58][N:59]([C:16]([C:15]3[CH:20]=[C:11]([C:2]4[NH:1][C:5]5[CH2:6][CH2:7][N:8]([CH3:24])[CH2:9][CH2:10][C:4]=5[N:3]=4)[C:12]([CH3:22])=[CH:13][C:14]=3[CH3:21])=[O:17])[CH2:60]2)=[CH:55][CH:56]=1 |f:1.2,3.4,5.6|. Reported procedure: The title compound was prepared using standard chemical manipulations and procedures similar to those used for the preparation of compound 82, except methyl 5-(1,4,5,6,7,8-hexahydroimidazo[4,5-d]azepin-2-yl)-2,4-dimethylbenzoate (compound 83.4) was used in place of methyl 4-cyclobutyl-5-(1,4,5,6,7,8-hexahydroimidazo[4,5-d]azepin-2-yl)-2-methylbenzoate hydrochloride (compound 82.7) and 3-(4-chlorophenyl)azetidine hydrochloride (compound 85.1) was used in place of 4-(azetidin-3-yl)benzonitrile hyd... Starting materials: CCO, [H][H], CCCC(c1ccccc1N1CCCCC1)C(C(N)=O)c1ccc(C=CC(=O)OCC)cc1. The product is CCCC(c1ccccc1N1CCCCC1)C(C(N)=O)c1ccc(CCC(=O)OCC)cc1. Reaction SMILES: [CH3:36][CH2:37][OH:38].[H:34][H:35].[N:1]1([c:7]2[c:8]([CH:13]([CH2:14][CH2:15][CH3:16])[CH:17]([c:18]3[cH:19][cH:20][c:21]([CH:22]=[CH:23][C:24](=[O:25])[O:26][CH2:27][CH3:28])[cH:29][cH:30]3)[C:31](=[O:32])[NH2:33])[cH:9][cH:10][cH:11][cH:12]2)[CH2:2][CH2:3][CH2:4][CH2:5][CH2:6]1>>[N:1]1([c:7]2[c:8]([CH:13]([CH2:14][CH2:15][CH3:16])[CH:17]([c:18]3[cH:19][cH:20][c:21]([CH2:22][CH2:23][C:24](=[O:25])[O:26][CH2:27][CH3:28])[cH:29][cH:30]3)[C:31](=[O:32])[NH2:33])[cH:9][cH:10][cH:11][cH:12]2)[CH2:2][CH2:3][CH2:4][CH2:5][CH2:6]1. The reactants are C(C1=CC=CC=C1)N1CCN(CC1)C1CC2CCC(C1)N2C (1-benzyl-4-(N-methyl-8-azabicyclo[3,2,1]oct-3-yl)-piperazine). The reagents and catalysts are [OH-].[OH-].[Pd+2] (palladium hydroxide on carbon). The solvent is CO (methanol). Yields the product CN1C2CC(CC1CC2)N2CCNCC2 (1-(N-Methyl-8-azabicyclo[3.2.1]oct-3-yl)-piperazine). RXN SMILES: C([N:8]1[CH2:13][CH2:12][N:11]([CH:14]2[CH2:20][CH:19]3[N:21]([CH3:22])[CH:16]([CH2:17][CH2:18]3)[CH2:15]2)[CH2:10][CH2:9]1)C1C=CC=CC=1>CO.[OH-].[OH-].[Pd+2]>[CH3:22][N:21]1[CH:19]2[CH2:18][CH2:17][CH:16]1[CH2:15][CH:14]([N:11]1[CH2:12][CH2:13][NH:8][CH2:9][CH2:10]1)[CH2:20]2 |f:2.3.4|. Reported procedure: A solution of 1-benzyl-4-(N-methyl-8-azabicyclo[3,2,1]oct-3-yl)-piperazine (4.75 g, 15.88 mmol) in 50 ml methanol was hydrogenated at a pressure of 2.0 atm in the presence of 20% palladium hydroxide on carbon (470 mg) for 30 h. The mixture was then filtered through a pad of celite. The filtrate was concentrated to afford a pale yellow solid quantitatively, which is pure enough for subsequent use.